The task is: describe an organic reaction: reactants, conditions, products, and yield. This data is from the Open Reaction Database (ORD), a public repository of structured organic reaction records. The reactants are O1[C@H](COC2=C1C=CC=C2)C(=O)N2C[C@@H](CCC2)C2=CC(=CC=C2)C(F)(F)F ((R)-2,3-Dihydrobenzo[1,4]dioxin-2-yl-[(S*)-3-(3-trifluoromethylphenyl)piperidin-1-yl]methanone). Run in C1CCOC1 (THF). Product: O1[C@H](COC2=C1C=CC=C2)CN2C[C@@H](CCC2)C2=CC(=CC=C2)C(F)(F)F ((S*)-1-[(S)-1-(2,3-Dihydrobenzo[1,4]dioxin-2-yl)methyl]-3-(3-trifluoromethyl-phenyl)piperidine). Yield: 53.7%. RXN SMILES: [O:1]1[C:6]2[CH:7]=[CH:8][CH:9]=[CH:10][C:5]=2[O:4][CH2:3][C@@H:2]1[C:11]([N:13]1[CH2:18][CH2:17][CH2:16][C@@H:15]([C:19]2[CH:24]=[CH:23][CH:22]=[C:21]([C:25]([F:28])([F:27])[F:26])[CH:20]=2)[CH2:14]1)=O>C1COCC1>[O:1]1[C:6]2[CH:7]=[CH:8][CH:9]=[CH:10][C:5]=2[O:4][CH2:3][C@@H:2]1[CH2:11][N:13]1[CH2:18][CH2:17][CH2:16][C@@H:15]([C:19]2[CH:24]=[CH:23][CH:22]=[C:21]([C:25]([F:27])([F:26])[F:28])[CH:20]=2)[CH2:14]1. Procedure details: (R)-2,3-Dihydrobenzo[1,4]dioxin-2-yl-[(S*)-3-(3-trifluoromethylphenyl)piperidin-1-yl]methanone (29 mg, 0.074 mmol) was treated with BH3 THF according to the above general procedure. Flash chromatography gave 15 mg of the title compound.